The task is: describe an organic reaction: reactants, conditions, products, and yield. This data is from the Open Reaction Database (ORD), a public repository of structured organic reaction records. Starting materials: OC=1C=C2C=CC(OC2=CC1)=O (6-hydroxy-chromene-2-one), O (water), Heterocycles, BrCCBr (1,2-dibromoethane), C([O-])([O-])=O.[K+].[K+] (potassium carbonate). Run in C(C)(=O)OCC (ethyl acetate), CC(=O)C (acetone). Yields the product BrCCOC=1C=C2C=CC(OC2=CC1)=O (6-(2-Bromo-ethoxy)-chromen-2-one). The yield is 26.0%. Reaction SMILES: [OH:1][C:2]1[CH:3]=[C:4]2[C:9](=[CH:10][CH:11]=1)[O:8][C:7](=[O:12])[CH:6]=[CH:5]2.[Br:13][CH2:14][CH2:15]Br.C(=O)([O-])[O-].[K+].[K+].O>CC(C)=O.C(OCC)(=O)C>[Br:13][CH2:14][CH2:15][O:1][C:2]1[CH:3]=[C:4]2[C:9](=[CH:10][CH:11]=1)[O:8][C:7](=[O:12])[CH:6]=[CH:5]2 |f:2.3.4|. Procedure details: A mixture of 6-hydroxy-chromene-2-one, which can be synthesized in accordance with the procedure set forth by T. Harayama, K. Katsuno, H. Nishioka, M. Fujii, Y. Nishita, H. Ishii, and Y. Kaneko, Heterocycles, 1994;39:613, (3.2 g, 19.7 mmol), 1,2-dibromoethane (6.7 mL, 14.6 g, 78 mmol), and potassium carbonate (5.4 g, 39 mmol) in 150 mL of acetone is stirred at reflux for 48 hours. The cooled reaction mixture is added to 1.0 L of water and 250 mL of ethyl acetate. The mixture is filtered, and the... Reactants: CC1=CC=C2C=C(NC2=C1)C1=CN(C2=NC=C(N=C21)C=2C=C(C=CC2)NC(C=C)=O)C(C2=CC=CC=C2)(C2=CC=CC=C2)C2=CC=CC=C2 (N-(3-(7-(6-methyl-1H-indol-2-yl)-5-trityl-5H-pyrrolo[2,3-b]pyrazin-2-yl)phenyl)acrylamide), FC(C(=O)O)(F)F (trifluoro acetic acid). The solvent is C(Cl)(Cl)Cl (chloroform). Conditions: temperature 45 celsius, time 8 hour. Yields the product CC1=CC=C2C=C(NC2=C1)C1=CNC2=NC=C(N=C21)C=2C=C(C=CC2)NC(C=C)=O (N-(3-(7-(6-methyl-1H-indol-2-yl)-5H-pyrrolo[2,3-b]pyrazin-2-yl)phenyl)acrylamide). RXN SMILES: [CH3:1][C:2]1[CH:10]=[C:9]2[C:5]([CH:6]=[C:7]([C:11]3[C:19]4[C:14](=[N:15][CH:16]=[C:17]([C:20]5[CH:21]=[C:22]([NH:26][C:27](=[O:30])[CH:28]=[CH2:29])[CH:23]=[CH:24][CH:25]=5)[N:18]=4)[N:13](C(C4C=CC=CC=4)(C4C=CC=CC=4)C4C=CC=CC=4)[CH:12]=3)[NH:8]2)=[CH:4][CH:3]=1.FC(F)(F)C(O)=O>C(Cl)(Cl)Cl>[CH3:1][C:2]1[CH:10]=[C:9]2[C:5]([CH:6]=[C:7]([C:11]3[C:19]4[C:14](=[N:15][CH:16]=[C:17]([C:20]5[CH:21]=[C:22]([NH:26][C:27](=[O:30])[CH:28]=[CH2:29])[CH:23]=[CH:24][CH:25]=5)[N:18]=4)[NH:13][CH:12]=3)[NH:8]2)=[CH:4][CH:3]=1. Procedure details: A solution of Compound 9 (20 mg, 0314 mmol) in chloroform was added trifluoro acetic acid. The reaction was stirred overnight at 45° C. The reaction was completely distilled and diluted with water, adjust the pH to 9-10 with 1 molar NaOH solution at 20-25° C. The aqueous layer was extracted with DCM (25 mL) twice. The organic layer was dried over sodium sulphate, filtered and concentrated to get the crude. The resulting oil was purified via silica gel chromatography using gradient of 50% Ethyl a... Procedure: To a stirred suspension of 4.54 g of 5-chloroisatin in 40 ml of water was added a solution of 5.62 g of sodium hydroxide in 20 ml of water. To the resulting solution at 85°-90° C. was added dropwise over 2 hours, a warm solution of 9.3 g of 2-amino-1-(2'-fluoro[1,1'-biphenyl]-4-yl)ethanone, hydrochloride in 70 ml of water, 70 ml of ethanol and 30 ml of tetrahydrofuran. This mixture was stirred at reflux for 2 hours then the ethanol was distilled off. The reaction was cooled in an ice bath, the s... RXN SMILES: [Cl:1][C:2]1[CH:3]=[C:4]2[C:8](=[CH:9][CH:10]=1)[NH:7][C:6](=[O:11])[C:5]2=O.[OH-:13].[Na+].Cl.[NH2:16][CH2:17][C:18]([C:20]1[CH:25]=[CH:24][C:23]([C:26]2[CH:31]=[CH:30][CH:29]=[CH:28][C:27]=2[F:32])=[CH:22][CH:21]=1)=O>O.C(O)C.O1CCCC1>[NH2:16][C:17]1[C:18]([C:20]2[CH:25]=[CH:24][C:23]([C:26]3[CH:31]=[CH:30][CH:29]=[CH:28][C:27]=3[F:32])=[CH:22][CH:21]=2)=[N:7][C:8]2[C:4]([C:5]=1[C:6]([OH:11])=[O:13])=[CH:3][C:2]([Cl:1])=[CH:10][CH:9]=2 |f:1.2,3.4|. The solvent is O1CCCC1 (tetrahydrofuran), O (water), C(C)O (ethanol), O (water), O (water). Reactants: Cl.NCC(=O)C1=CC=C(C=C1)C1=C(C=CC=C1)F (2-amino-1-(2'-fluoro[1,1'-biphenyl]-4-yl)ethanone, hydrochloride), [OH-].[Na+] (sodium hydroxide), ClC=1C=C2C(C(NC2=CC1)=O)=O (5-chloroisatin). The yield is 67.2%. Yields the product NC=1C(=NC2=CC=C(C=C2C1C(=O)O)Cl)C1=CC=C(C=C1)C1=C(C=CC=C1)F (3-Amino-6-chloro-2-(2'-fluoro[1,1'-biphenyl]-4-yl) -4-quinolinecarboxylic acid). Starting materials: CO, CCCC(NC(=O)c1cnn(-c2ccc(Cl)cc2)c1CBr)c1cccc(C(F)(F)F)c1, N. Product: CCCC(NC(=O)c1cnn(-c2ccc(Cl)cc2)c1CN)c1cccc(C(F)(F)F)c1. RXN SMILES: [CH3:33][OH:34].[F:1][C:2]([c:3]1[cH:4][c:5]([CH:9]([CH2:10][CH2:11][CH3:12])[NH:13][C:14](=[O:15])[c:16]2[cH:17][n:18][n:19](-[c:23]3[cH:24][cH:25][c:26]([Cl:29])[cH:27][cH:28]3)[c:20]2[CH2:21][Br:22])[cH:6][cH:7][cH:8]1)([F:30])[F:31].[NH3:32]>>[F:1][C:2]([c:3]1[cH:4][c:5]([CH:9]([CH2:10][CH2:11][CH3:12])[NH:13][C:14](=[O:15])[c:16]2[cH:17][n:18][n:19](-[c:23]3[cH:24][cH:25][c:26]([Cl:29])[cH:27][cH:28]3)[c:20]2[CH2:21][NH2:32])[cH:6][cH:7][cH:8]1)([F:30])[F:31]. The product is O=C(Nc1ccncc1)C1CCC2CN1C(=O)N2O. RXN SMILES: [CH2:1]([c:2]1[cH:3][cH:4][cH:5][cH:6][cH:7]1)[O:8][N:9]1[CH:10]2[CH2:11][CH2:12][CH:13]([C:18](=[O:19])[NH:20][c:21]3[cH:22][cH:23][n:24][cH:25][cH:26]3)[N:14]([C:15]1=[O:16])[CH2:17]2.[CH3:27][OH:28]>>[OH:8][N:9]1[CH:10]2[CH2:11][CH2:12][CH:13]([C:18](=[O:19])[NH:20][c:21]3[cH:22][cH:23][n:24][cH:25][cH:26]3)[N:14]([C:15]1=[O:16])[CH2:17]2. Starting materials: O=C(Nc1ccncc1)C1CCC2CN1C(=O)N2OCc1ccccc1, CO.